From a dataset of the Open Reaction Database (ORD), a public repository of structured organic reaction records. describe an organic reaction: reactants, conditions, products, and yield Starting materials: CC1(C)OC1CBr, CC12CCC3C(=CC=C4CC(O[Si](C)(C)C(C)(C)C)CC(O[Si](C)(C)C(C)(C)C)C43C)C1CC=C2CO, CCOC(C)=O, [H-], [Na+], C1CCOC1. Product: CC1(C)OC1COCC1=CCC2C3=CC=C4CC(O[Si](C)(C)C(C)(C)C)CC(O[Si](C)(C)C(C)(C)C)C4(C)C3CCC12C. Reaction SMILES: [Br:40][CH2:41][CH:42]1[C:43]([CH3:44])([CH3:45])[O:46]1.[C:1]([CH3:2])([CH3:3])([CH3:4])[Si:5]([O:6][CH:7]1[CH2:8][CH:9]([O:28][Si:29]([CH3:30])([CH3:31])[C:32]([CH3:33])([CH3:34])[CH3:35])[CH2:10][C:11]2=[CH:12][CH:13]=[C:14]3[CH:15]4[CH2:16][CH:17]=[C:18]([CH2:26][OH:27])[C:19]4([CH3:20])[CH2:21][CH2:22][CH:23]3[C:24]12[CH3:25])([CH3:36])[CH3:37].[CH3:52][CH2:53][O:54][C:55](=[O:56])[CH3:57].[H-:38].[Na+:39].[O:47]1[CH2:48][CH2:49][CH2:50][CH2:51]1>>[C:1]([CH3:2])([CH3:3])([CH3:4])[Si:5]([O:6][CH:7]1[CH2:8][CH:9]([O:28][Si:29]([CH3:30])([CH3:31])[C:32]([CH3:33])([CH3:34])[CH3:35])[CH2:10][C:11]2=[CH:12][CH:13]=[C:14]3[CH:15]4[CH2:16][CH:17]=[C:18]([CH2:26][O:27][CH2:41][CH:42]5[C:43]([CH3:44])([CH3:45])[O:46]5)[C:19]4([CH3:20])[CH2:21][CH2:22][CH:23]3[C:24]12[CH3:25])([CH3:36])[CH3:37]. Starting materials: c1ccc(CN2CCNCC2)cc1, CCN=C=NCCCN(C)C, CN(C)c1ccccn1, CN(C)C=O, Cl, [Na+], On1nnc2ccccc21, O=C([O-])O, O=C(O)c1ccc2[nH]ncc2c1. Yields the product O=C(c1ccc2[nH]ncc2c1)N1CCN(Cc2ccccc2)CC1. RXN SMILES: [CH2:1]([c:2]1[cH:3][cH:4][cH:5][cH:6][cH:7]1)[N:8]1[CH2:9][CH2:10][NH:11][CH2:12][CH2:13]1.[CH2:27]([N:28]=[C:29]=[N:30][CH2:31][CH2:32][CH2:33][N:34]([CH3:35])[CH3:36])[CH3:37].[CH3:48][N:49]([c:50]1[cH:51][cH:52][cH:53][cH:54][n:55]1)[CH3:56].[CH3:62][N:63]([CH3:64])[CH:65]=[O:66].[ClH:26].[Na+:57].[OH:38][n:39]1[c:40]2[cH:41][cH:42][cH:43][cH:44][c:45]2[n:46][n:47]1.[OH:58][C:59](=[O:60])[O-:61].[nH:14]1[n:15][cH:16][c:17]2[cH:18][c:19]([C:23](=[O:24])[OH:25])[cH:20][cH:21][c:22]12>>[CH2:1]([c:2]1[cH:3][cH:4][cH:5][cH:6][cH:7]1)[N:8]1[CH2:9][CH2:10][N:11]([C:23]([c:19]2[cH:18][c:17]3[cH:16][n:15][nH:14][c:22]3[cH:21][cH:20]2)=[O:24])[CH2:12][CH2:13]1. The reactants are [Se](=O)=O (Selenium dioxide), O (water), CC1=NC2=CC(=C(C(=C2C=C1)OC)OC)OC (2-methyl-5,6,7-trimethoxyquinoline). The solvent is O1CCOCC1 (dioxane), O1CCOCC1 (dioxane). Run at temperature 45 celsius, time 1.5 hour. Product: COC1=C2C=CC(=NC2=CC(=C1OC)OC)C=O (5,6,7-trimethoxyquinoline-2-carboaldehyde). As a reaction SMILES: [Se](=O)=O.[OH2:4].[CH3:5][C:6]1[CH:15]=[CH:14][C:13]2[C:8](=[CH:9][C:10]([O:20][CH3:21])=[C:11]([O:18][CH3:19])[C:12]=2[O:16][CH3:17])[N:7]=1>O1CCOCC1>[CH3:17][O:16][C:12]1[C:11]([O:18][CH3:19])=[C:10]([O:20][CH3:21])[CH:9]=[C:8]2[C:13]=1[CH:14]=[CH:15][C:6]([CH:5]=[O:4])=[N:7]2. Procedure: Selenium dioxide (980 mg) was suspended in a mixed solvent of dioxane (12 mL) and water (0.5 mL), and the suspension was heated to 45° C. A solution of 2-methyl-5,6,7-trimethoxyquinoline (1.97 g) in dioxane (3 mL) was slowly added dropwise thereto, and the mixture was heated to 105° C. and stirred for 1.5 hours. After allowing the reaction mixture to room temperature, selenium dioxide was filtered, and the filtrate was concentrated and purified by column chromatography on silica gel (ethyl aceta...